Dataset: the Open Reaction Database (ORD), a public repository of structured organic reaction records. Task: describe an organic reaction: reactants, conditions, products, and yield Reactants: COC1CC(CCC1)N (3-methoxycyclohexanamine), CS(=O)(=O)Cl (methanesulfonyl chloride). The solvent is N1=CC=CC=C1 (pyridine). Run at time 16 hour. The product is COC1CC(CCC1)NS(=O)(=O)C (N-(3-Methoxycyclohexyl)methanesulfonamide). Yield: 45.0%. Reaction SMILES: [CH3:1][O:2][CH:3]1[CH2:8][CH2:7][CH2:6][CH:5]([NH2:9])[CH2:4]1.[CH3:10][S:11](Cl)(=[O:13])=[O:12]>N1C=CC=CC=1>[CH3:1][O:2][CH:3]1[CH2:8][CH2:7][CH2:6][CH:5]([NH:9][S:11]([CH3:10])(=[O:13])=[O:12])[CH2:4]1. Reported procedure: To a stirred solution of 3-methoxycyclohexanamine (0.200 g, 1.5 mmol) in pyridine (1 mL) was added methanesulfonyl chloride (0.144 mL, 1.9 mmol). The reaction mixture was stirred at room temperature for 16 hrs and then concentrated. The mixture was diluted with ethyl acetate and washed with 1 N aqueous hydrochloric acid, saturated aqueous sodium bicarbonate, saturated aqueous sodium chloride, dried (anhydrous sodium sulfate), filtered, and concentrated to afford the product as a brown oil (0.140... Reactants: C(C)(=O)N1CCC2=CC(=C(C=C12)[N+](=O)[O-])F (1-acetyl-5-fluoro-6-nitro-2,3-dihydro-1H-indole), Cl.O1CCOCC1 (HCl dioxane). The solvent is O1CCCC1 (tetrahydrofuran), CO (methanol). The product is FC=1C=C2CCNC2=CC1[N+](=O)[O-] (5-fluoro-6-nitro-2,3-dihydro-1H-indole). Isolated yield 90.8%. RXN SMILES: C([N:4]1[C:12]2[C:7](=[CH:8][C:9]([F:16])=[C:10]([N+:13]([O-:15])=[O:14])[CH:11]=2)[CH2:6][CH2:5]1)(=O)C.Cl.O1CCOCC1>O1CCCC1.CO>[F:16][C:9]1[CH:8]=[C:7]2[C:12](=[CH:11][C:10]=1[N+:13]([O-:15])=[O:14])[NH:4][CH2:5][CH2:6]2 |f:1.2|. Procedure details: A solution of 1-acetyl-5-fluoro-6-nitro-2,3-dihydro-1H-indole (1.22 g, 5.44 mmol) and 4.0 M HCl/dioxane (6.80 ml, 27.2 mmol) in tetrahydrofuran (50 ml) and methanol (100 ml) was heated overnight at 50 C. The reaction was quenched with saturated NaHCO3 (200 ml), solvent removed, aqueous layer extracted with dichloromethane (250 ml), organic layer adsorbed to silica gel and purified by LC (20-75% ethyl acetate/hexanes) to afford the indoline (0.9 g, 91%). ESIMS (M+H)+=183. Reactants: ClC=1C(=NC(=NC1)Cl)Cl (Trichloropyrimidine), ice, CN1CCNCC1 (N-methylpiperazine), C(C)O (ethanol). Product: CN1CCN(CC1)O.ClC1=CC=NC=N1 (4-methylpiperazinol 6-chloropyrimidine). RXN SMILES: Cl[C:2]1[C:3]([Cl:9])=[N:4][C:5](Cl)=[N:6][CH:7]=1.[CH3:10][N:11]1[CH2:16][CH2:15][NH:14][CH2:13][CH2:12]1.C([OH:19])C>>[CH3:10][N:11]1[CH2:16][CH2:15][N:14]([OH:19])[CH2:13][CH2:12]1.[Cl:9][C:3]1[N:4]=[CH:5][N:6]=[CH:7][CH:2]=1 |f:3.4|. Procedure details: Trichloropyrimidine is added in portions to an ice cool solution of N-methylpiperazine (40 g) in ethanol (200 ml). The mixture is then heated at 60° for 2 h. The mixture is concentrated and chromatographed on silica gel with 2-5% methanol and methylene chloride to give 2,4-bis[4-methylpiperazinol-6-chloropyrimidine. This material is heated at 130° in water (30 ml) with piperazine (32 g) in a Parr bomb for 20 h. The product is partitioned between methylene chloride and aqueous sodium carbonate. T... The reactants are O=C(O)Cc1ccc([N+](=O)[O-])cc1, NC1CCCCC1. Reagents/catalysts: CN(C)C(=[N+](C)C)ON1C2=C(C=CC=N2)N=N1.F[P-](F)(F)(F)(F)F (HATU), CCN(C(C)C)C(C)C (DIPEA). The solvent is CN(C)C=O (DMF), CN(C)C=O (DMF), CN(C)C=O (DMF), CN(C)C=O (DMF), CN(C)C=O (DMF), CN(C)C=O (DMF). Run at temperature 25 celsius, time 2 hour. Product: O=C(Cc1ccc([N+](=O)[O-])cc1)NC1CCCCC1. Yield: 62.4%. RXN SMILES: NC1CCCCC1.O=C(O)Cc1ccc([N+](=O)[O-])cc1.CN(C)C(=[N+](C)C)ON1C2=C(C=CC=N2)N=N1.F[P-](F)(F)(F)(F)F.CCN(C(C)C)C(C)C.CN(C)C=O>>O=C(Cc1ccc([N+](=O)[O-])cc1)NC1CCCCC1. Starting materials: Example A1 ( b ), ClC1=C(C(=O)O)C=C(C=C1)S(=O)(=O)C (2-chloro-5-methanesulfonyl-benzoic acid), CC(CO)(C)C (2,2-dimethyl-propan-1-ol). Yields the product CC(COC1=C(C(=O)O)C=C(C=C1)S(=O)(=O)C)(C)C (2-(2,2-Dimethyl-propoxy)-5-methanesulfonyl-benzoic acid). As a reaction SMILES: Cl[C:2]1[CH:10]=[CH:9][C:8]([S:11]([CH3:14])(=[O:13])=[O:12])=[CH:7][C:3]=1[C:4]([OH:6])=[O:5].[CH3:15][C:16]([CH3:20])([CH3:19])[CH2:17][OH:18]>>[CH3:15][C:16]([CH3:20])([CH3:19])[CH2:17][O:18][C:2]1[CH:10]=[CH:9][C:8]([S:11]([CH3:14])(=[O:13])=[O:12])=[CH:7][C:3]=1[C:4]([OH:6])=[O:5]. Procedure: Prepared in analogy to Example A1 (b) from 2-chloro-5-methanesulfonyl-benzoic acid (Example A1(a)) and 2,2-dimethyl-propan-1-ol. The crude material was purified by preparative HPLC to yield the title compound as a white solid. MS (m/e): 285.1 ([M−H]−, 100%). Reaction SMILES: [CH:1]1[C:13]2[CH:12]([CH2:14][O:15][C:16](=[O:37])[NH:17][C:18]3[CH:23]=[CH:22][C:21]([S:24][C:25]4[CH:30]=[CH:29][C:28]([C:31](Cl)=[O:32])=[CH:27][C:26]=4[N+:34]([O-])=O)=[CH:20][CH:19]=3)[C:11]3[C:6](=[CH:7][CH:8]=[CH:9][CH:10]=3)[C:5]=2[CH:4]=[CH:3][CH:2]=1.[F:38][C:39]1[CH:40]=[C:41]([NH2:45])[CH:42]=[CH:43][CH:44]=1.ClC1C=CC(N)=NC=1>>[CH:1]1[C:13]2[CH:12]([CH2:14][O:15][C:16](=[O:37])[NH:17][C:18]3[CH:23]=[CH:22][C:21]([S:24][C:25]4[CH:30]=[CH:29][C:28]([C:31](=[O:32])[NH:45][C:41]5[CH:42]=[CH:43][CH:44]=[C:39]([F:38])[CH:40]=5)=[CH:27][C:26]=4[NH2:34])=[CH:20][CH:19]=3)[C:11]3[C:6](=[CH:7][CH:8]=[CH:9][CH:10]=3)[C:5]=2[CH:4]=[CH:3][CH:2]=1. Procedure: A mixture of the product from Example 19C was reacted with 3-Fluoro-phenylamine using the procedure of Example 19D substituting 3-Fluoro-phenylamine for 5-chloro-2-aminopyridine followed by reduction of the nitro group following the procedure of Example 19E to provide the title product. Product: C1=CC=CC=2C3=CC=CC=C3C(C12)COC(NC1=CC=C(C=C1)SC1=C(C=C(C=C1)C(NC1=CC(=CC=C1)F)=O)N)=O ({4-[2-Amino-4-(3-fluoro-phenylcarbamoyl)-phenylsulfanyl]-phenyl}-carbamic acid 9H-fluoren-9-ylmethyl ester). The reactants are C1=CC=CC=2C3=CC=CC=C3C(C12)COC(NC1=CC=C(C=C1)SC1=C(C=C(C=C1)C(=O)Cl)[N+](=O)[O-])=O ([4-(4-Chlorocarbonyl-2-nitro-phenylsulfanyl)-phenyl]-carbamic acid 9H-fluoren-9-ylmethyl ester), FC=1C=C(C=CC1)N (3-Fluoro-phenylamine), ClC=1C=CC(=NC1)N (5-chloro-2-aminopyridine).